From a dataset of the Open Reaction Database (ORD), a public repository of structured organic reaction records. describe an organic reaction: reactants, conditions, products, and yield The product is ClC1=CC=C(C=C1)N1C2=C(N3C(=NN=C3C)C3(C(C3)C(=O)OCC)C1=O)C=CC=C2 (ethyl 6-(4-chlorophenyl)-1-methyl-5-oxo-5,6-dihydrospiro[benzo[b][1,2,4]triazolo[4,3-d][1,4]diazepine-4,1′-cyclopropane]-2′-carboxylate). Starting materials: ClC1=CC=C(C=C1)N1C2=C(NC(C3(C(C3)C(=O)OCC)C1=O)=S)C=CC=C2 (ethyl 1-(4-chlorophenyl)-2-oxo-4-thioxo-1,2,4,5-tetrahydrospiro[benzo[b][1,4]diazepine-3,1′-cyclopropane]-2′-carboxylate), C(C)(=O)NN (acetohydrazide). Solvent: CCCCO (n-BuOH). Reported procedure: A solution of ethyl 1-(4-chlorophenyl)-2-oxo-4-thioxo-1,2,4,5-tetrahydrospiro[benzo[b][1,4]diazepine-3,1′-cyclopropane]-2′-carboxylate (70 mg, 0.17 mmol) and acetohydrazide (60 mg, 0.78 mmol) in n-BuOH (20 mL) was heated at 130° C. overnight. The solution was evaporated and purified by CombiFlash (DCM:MeOH=10:1) to afford ethyl 6-(4-chlorophenyl)-1-methyl-5-oxo-5,6-dihydrospiro[benzo[b][1,2,4]triazolo[4,3-d][1,4]diazepine-4,1′-cyclopropane]-2′-carboxylate (30 mg, 41%). LRMS (M+H)+: 422 m/z. 1H N... Yield: 41.7%. RXN SMILES: [Cl:1][C:2]1[CH:7]=[CH:6][C:5]([N:8]2[C:21](=[O:22])[C:13]3([CH2:15][CH:14]3[C:16]([O:18][CH2:19][CH3:20])=[O:17])[C:12](=S)[NH:11][C:10]3[CH:24]=[CH:25][CH:26]=[CH:27][C:9]2=3)=[CH:4][CH:3]=1.[C:28]([NH:31][NH2:32])(=O)[CH3:29]>CCCCO>[Cl:1][C:2]1[CH:7]=[CH:6][C:5]([N:8]2[C:21](=[O:22])[C:13]3([CH2:15][CH:14]3[C:16]([O:18][CH2:19][CH3:20])=[O:17])[C:12]3=[N:32][N:31]=[C:28]([CH3:29])[N:11]3[C:10]3[CH:24]=[CH:25][CH:26]=[CH:27][C:9]2=3)=[CH:4][CH:3]=1. The reactants are N=C1C(=C(C(C=C1)(SCCC)OC)CC1=CC=CC=C1)NC(=S)NC(=O)OC (1-imino-(4-methoxy)phenylmethyl-2-(3-carbomethoxythioureido)-4-propylthiobenzene), CI (methyl iodide), [OH-].[Na+] (sodium hydroxide). Run in CC(=O)C (acetone), O (water). Reaction conditions: time 10 minute. Yields the product N=C1C(=C(C(C=C1)(SCCC)OC)CC1=CC=CC=C1)NC(SC)=NC(=O)OC (1-imino-(4-methoxy)phenylmethyl-2-(3-carbomethoxy-S-methylisothioureido)-4-propylthiobenzene). Yield: 53.0%. Reaction SMILES: [NH:1]=[C:2]1[CH:7]=[CH:6][C:5]([O:12][CH3:13])([S:8][CH2:9][CH2:10][CH3:11])[C:4]([CH2:14][C:15]2[CH:20]=[CH:19][CH:18]=[CH:17][CH:16]=2)=[C:3]1[NH:21][C:22]([NH:24][C:25]([O:27][CH3:28])=[O:26])=[S:23].[OH-].[Na+].[CH3:31]I>CC(C)=O.O>[NH:1]=[C:2]1[CH:7]=[CH:6][C:5]([O:12][CH3:13])([S:8][CH2:9][CH2:10][CH3:11])[C:4]([CH2:14][C:15]2[CH:16]=[CH:17][CH:18]=[CH:19][CH:20]=2)=[C:3]1[NH:21][C:22](=[N:24][C:25]([O:27][CH3:28])=[O:26])[S:23][CH3:31] |f:1.2|. Procedure: To a suspension of 1-imino-(4-methoxy)phenylmethyl-2-(3-carbomethoxythioureido)-4-propylthiobenzene (4.18 g; 0.01 mole) in acetone (60 ml) and water (20 ml) there is added 50% aqueous sodium hydroxide (0.08 g; 0.01 mole). The solution that forms within 10 min. is stirred at room temperature for 50 min. and to it there is added methyl iodide (1.42 g; 0.01 mole). The suspension that forms is stirred at room temperature for 1 hr. and is vacuum filtered. The filter cake is air dried to afford 1-imin... The reactants are FC=1C=C(C=CC1N1CCNCC1)N1C(O[C@H](C1)CNS(=O)(=O)C)=O (N-[(5R)-3-(3-fluoro-4-piperazin-1-yl-phenyl)-2-oxo-oxazolidin-5-ylmethyl]-methansulfonamide), ClC1=C(C=C2C(C(=CN(C2=N1)C1CC1)C(=O)O)=O)F (7-chloro-1-cyclopropyl-6-fluoro-1,4-dihydro-4-oxo-[1,8]naphthyridine-3-carboxylic acid). The product is C1(CC1)N1C=C(C(C2=CC(=C(N=C12)N1CCN(CC1)C1=C(C=C(C=C1)N1C(O[C@H](C1)CNS(=O)(=O)C)=O)F)F)=O)C(=O)O (1-Cyclopropyl-6-fluoro-7-(4-{2-fluoro-4-[(5R)-5-(methan-sulfonylamino-methyl)-2-oxo-oxazolidin-3-yl]-phenyl}-piperazin-1-yl)-4-oxo-1,4-dihydro-[1,8]naphthyridine-3-carboxylic Acid). RXN SMILES: [F:1][C:2]1[CH:3]=[C:4]([N:14]2[CH2:18][C@H:17]([CH2:19][NH:20][S:21]([CH3:24])(=[O:23])=[O:22])[O:16][C:15]2=[O:25])[CH:5]=[CH:6][C:7]=1[N:8]1[CH2:13][CH2:12][NH:11][CH2:10][CH2:9]1.Cl[C:27]1[N:36]=[C:35]2[C:30]([C:31](=[O:43])[C:32]([C:40]([OH:42])=[O:41])=[CH:33][N:34]2[CH:37]2[CH2:39][CH2:38]2)=[CH:29][C:28]=1[F:44]>>[CH:37]1([N:34]2[C:35]3[C:30](=[CH:29][C:28]([F:44])=[C:27]([N:11]4[CH2:12][CH2:13][N:8]([C:7]5[CH:6]=[CH:5][C:4]([N:14]6[CH2:18][C@H:17]([CH2:19][NH:20][S:21]([CH3:24])(=[O:22])=[O:23])[O:16][C:15]6=[O:25])=[CH:3][C:2]=5[F:1])[CH2:9][CH2:10]4)[N:36]=3)[C:31](=[O:43])[C:32]([C:40]([OH:42])=[O:41])=[CH:33]2)[CH2:38][CH2:39]1. Procedure details: This compound was synthesized in analogy to the procedure described in Example 10 using 0.082 g N-[(5R)-3-(3-fluoro-4-piperazin-1-yl-phenyl)-2-oxo-oxazolidin-5-ylmethyl]-methansulfonamide (0.22 mmol) and 0.067 g 7-chloro-1-cyclopropyl-6-fluoro-1,4-dihydro-4-oxo-[1,8]naphthyridine-3-carboxylic acid (0.22 mmol). The reactants are OC1(C2CC3CC(CC1C3)C2)C(C2=NNC=N2)C2=CC=C(C#N)C=C2 (4-[2-hydroxyadamant-2-yl-1-(1,2,4-triazolyl)methyl]benzonitrile), S(=O)(Cl)Cl (thionyl chloride). The solvent is ClCCl (dichloromethane). Run at time 2 hour. The product is C12C(C3CC(CC(C1)C3)C2)=C(C2=NNC=N2)C2=CC=C(C#N)C=C2 (4-[2-adamantylidene-1-(1,2,4triazolyl)methyl]benzonitrile). Isolated yield 62.2%. As a reaction SMILES: O[C:2]1([CH:12]([C:18]2[CH:25]=[CH:24][C:21]([C:22]#[N:23])=[CH:20][CH:19]=2)[C:13]2[N:17]=[CH:16][NH:15][N:14]=2)[CH:9]2[CH2:10][CH:5]3[CH2:6][CH:7]([CH2:11][CH:3]1[CH2:4]3)[CH2:8]2.S(Cl)(Cl)=O>ClCCl>[CH:3]12[CH2:11][CH:7]3[CH2:6][CH:5]([CH2:10][CH:9]([CH2:8]3)[C:2]1=[C:12]([C:18]1[CH:25]=[CH:24][C:21]([C:22]#[N:23])=[CH:20][CH:19]=1)[C:13]1[N:17]=[CH:16][NH:15][N:14]=1)[CH2:4]2. Reported procedure: 9 g of crude 4-[2-hydroxyadamant-2-yl-1-(1,2,4-triazolyl)methyl]benzonitrile is dissolved at 0° in 50 ml of dichloromethane and stirred at 0° with 24 ml of thionyl chloride for 1 hour. Then the mixture is concentrated to dryness in an oil pump vacuum, dissolved in 50 ml of dichloromethane, stirred for 2 hours with 32 ml of triethylamine, diluted with water, extracted three times with ethyl acetate, washed with sodium chloride solution, dried over sodium sulfate, concentrated to dryness under vac...